From a dataset of the Open Reaction Database (ORD), a public repository of structured organic reaction records. describe an organic reaction: reactants, conditions, products, and yield The reactants are CCO, NN, O, COC(=O)c1ccc(NC(=O)CCc2ccc(O)c(O)c2)cc1. Product: NNC(=O)c1ccc(NC(=O)CCc2ccc(O)c(O)c2)cc1. Reaction SMILES: [CH3:27][CH2:28][OH:29].[NH2:25][NH2:26].[OH2:24].[OH:1][c:2]1[cH:3][c:4]([CH2:9][CH2:10][C:11](=[O:12])[NH:13][c:14]2[cH:15][cH:16][c:17]([C:18](=[O:19])[O:20][CH3:21])[cH:22][cH:23]2)[cH:5][cH:6][c:7]1[OH:8]>>[OH:1][c:2]1[cH:3][c:4]([CH2:9][CH2:10][C:11](=[O:12])[NH:13][c:14]2[cH:15][cH:16][c:17]([C:18](=[O:19])[NH:25][NH2:26])[cH:22][cH:23]2)[cH:5][cH:6][c:7]1[OH:8]. Starting materials: C([O-])([O-])=O.[Cs+].[Cs+] (cesium carbonate), ClC1=C(C=C(C=C1)CN[C@H](C)C1=CC(=CC=C1)Cl)O ((R)-2-chloro-5-((1-(3-chlorophenyl)ethylamino)methyl)phenol), ClCC1CN(CCC1)C (3-(chloromethyl)-1-methylpiperidine), C(=O)(C(F)(F)F)O (TFA). Run in C(C)#N (acetonitrile). Run at temperature 85 celsius, time 14 hour. Product: ClC1=C(C=C(CN[C@H](C)C2=CC(=CC=C2)Cl)C=C1)OCC1CN(CCC1)C ((1R)—N-(4-chloro-3-((1-methylpiperidin-3-yl)methoxy)benzyl)-1-(3-chlorophenyl)ethanamine). Yield: 78.6%. RXN SMILES: C(=O)([O-])[O-].[Cs+].[Cs+].[Cl:7][C:8]1[CH:13]=[CH:12][C:11]([CH2:14][NH:15][C@@H:16]([C:18]2[CH:23]=[CH:22][CH:21]=[C:20]([Cl:24])[CH:19]=2)[CH3:17])=[CH:10][C:9]=1[OH:25].Cl[CH2:27][CH:28]1[CH2:33][CH2:32][CH2:31][N:30]([CH3:34])[CH2:29]1.C(O)(C(F)(F)F)=O>C(#N)C>[Cl:7][C:8]1[CH:13]=[CH:12][C:11]([CH2:14][NH:15][C@@H:16]([C:18]2[CH:23]=[CH:22][CH:21]=[C:20]([Cl:24])[CH:19]=2)[CH3:17])=[CH:10][C:9]=1[O:25][CH2:27][CH:28]1[CH2:33][CH2:32][CH2:31][N:30]([CH3:34])[CH2:29]1 |f:0.1.2|. Procedure: A small vial was charged with 2 mL of acetonitrile, cesium carbonate (50 mg, 0.15 mmol), (R)-2-chloro-5-((1-(3-chlorophenyl)ethylamino)methyl)phenol 83 (30 mg, 0.10 mmol), and 3-(chloromethyl)-1-methylpiperidine (16 mg, 0.11 mmol). The vial was placed in a reaction block and it was heated to 85° C. and stirred for 14 h. The vial was allowed to cool to room temperature and the solution was filtered through a syringe filter into a well of a 24 well plate. This plate was concentrated down in a Gene...